This data is from the Open Reaction Database (ORD), a public repository of structured organic reaction records. The task is: describe an organic reaction: reactants, conditions, products, and yield The reactants are Cc1cc(OCCN2CCCC2)cc(C)c1Br, C1CCOC1, [Li]CCCC, CN(C)C=O. The product is Cc1cc(OCCN2CCCC2)cc(C)c1C=O. RXN SMILES: [Br:1][c:2]1[c:3]([CH3:17])[cH:4][c:5]([O:6][CH2:7][CH2:8][N:9]2[CH2:10][CH2:11][CH2:12][CH2:13]2)[cH:14][c:15]1[CH3:16].[CH2:28]1[O:29][CH2:30][CH2:31][CH2:32]1.[CH3:18][CH2:19][CH2:20][CH2:21][Li:22].[O:23]=[CH:24][N:25]([CH3:26])[CH3:27]>>[c:2]1([CH:24]=[O:23])[c:3]([CH3:17])[cH:4][c:5]([O:6][CH2:7][CH2:8][N:9]2[CH2:10][CH2:11][CH2:12][CH2:13]2)[cH:14][c:15]1[CH3:16]. Reactants: CCCCS, CC#N, [F-], N#Cc1c(F)c(F)c(F)c(C#N)c1F, [K+], O. The product is CCCCSc1c(F)c(F)c(C#N)c(F)c1C#N. Reaction SMILES: [CH2:17]([CH2:18][CH2:19][CH3:20])[SH:21].[CH3:23][C:24]#[N:25].[F-:15].[F:1][c:2]1[c:3]([F:14])[c:4]([F:13])[c:5]([C:11]#[N:12])[c:6]([F:10])[c:7]1[C:8]#[N:9].[K+:16].[OH2:22]>>[c:2]1([S:21][CH2:17][CH2:18][CH2:19][CH3:20])[c:3]([F:14])[c:4]([F:13])[c:5]([C:11]#[N:12])[c:6]([F:10])[c:7]1[C:8]#[N:9]. The reactants are NC[C@@H]1CN(CCO[C@H]1C1=CC(=C(C=C1)Cl)F)C(=O)OC(C)(C)C (tert-butyl (6R,7R)-6-(aminomethyl)-7-(4-chloro-3-fluorophenyl)-1,4-oxazepane-4-carboxylate), NC1=C(C(=O)O)C=CC=C1 (2-aminobenzoic acid). Product: NC1=C(C=CC=C1)C(=O)NC[C@@H]1CN(CCO[C@H]1C1=CC(=C(C=C1)Cl)F)C(=O)OC(C)(C)C (tert-butyl (6R,7R)-6-({[(2-aminophenyl)carbonyl]amino}methyl)-7-(4-chloro-3-fluorophenyl)-1,4-oxazepane-4-carboxylate). As a reaction SMILES: [NH2:1][CH2:2][C@H:3]1[C@H:9]([C:10]2[CH:15]=[CH:14][C:13]([Cl:16])=[C:12]([F:17])[CH:11]=2)[O:8][CH2:7][CH2:6][N:5]([C:18]([O:20][C:21]([CH3:24])([CH3:23])[CH3:22])=[O:19])[CH2:4]1.[NH2:25][C:26]1[CH:34]=[CH:33][CH:32]=[CH:31][C:27]=1[C:28](O)=[O:29]>>[NH2:25][C:26]1[CH:34]=[CH:33][CH:32]=[CH:31][C:27]=1[C:28]([NH:1][CH2:2][C@H:3]1[C@H:9]([C:10]2[CH:15]=[CH:14][C:13]([Cl:16])=[C:12]([F:17])[CH:11]=2)[O:8][CH2:7][CH2:6][N:5]([C:18]([O:20][C:21]([CH3:24])([CH3:23])[CH3:22])=[O:19])[CH2:4]1)=[O:29]. Reported procedure: Using tert-butyl (6R,7R)-6-(aminomethyl)-7-(4-chloro-3-fluorophenyl)-1,4-oxazepane-4-carboxylate and 2-aminobenzoic acid, and by a method similar to that of Example 39, step A, the title compound was obtained. The reactants are BrCC(=O)C1=CC=C(C=C1)Br (2,4′-dibromo acetophenone), C(O)([O-])=O.[Na+] (sodium hydrogen carbonate), C1(=CC=CC=C1)C=1C(=NC=C(C1)C1=CC=CC=C1)N (3,5-diphenyl-2-amino-pyridine), resultant suspension. The solvent is C(C)O (ethanol). Yields the product BrC1=CC=C(C=C1)C=1N=C2N(C=C(C=C2)C2=CC=CC=C2)C1 (2-(4-bromo-phenyl)-6-phenyl-imidazo [1,2-a] pyridine). Yield: 82.0%. As a reaction SMILES: C1([C:7]2[C:8]([NH2:19])=[N:9][CH:10]=[C:11]([C:13]3[CH:18]=[CH:17][CH:16]=[CH:15][CH:14]=3)[CH:12]=2)C=CC=CC=1.Br[CH2:21][C:22]([C:24]1[CH:29]=[CH:28][C:27]([Br:30])=[CH:26][CH:25]=1)=O.C(=O)([O-])O.[Na+]>C(O)C>[Br:30][C:27]1[CH:28]=[CH:29][C:24]([C:22]2[N:19]=[C:8]3[CH:7]=[CH:12][C:11]([C:13]4[CH:18]=[CH:17][CH:16]=[CH:15][CH:14]=4)=[CH:10][N:9]3[CH:21]=2)=[CH:25][CH:26]=1 |f:2.3|. Procedure details: Dissolving crude 3,5-diphenyl-2-amino-pyridine obtained and 5.5 g (20 mmol) of 2,4′-dibromo acetophenone into 80 milliliter of ethanol, adding 3.0 g of sodium hydrogen carbonate, the resultant suspension was refluxed under heating for 7 hours. After completion of the reaction, separation with filtration was carried out and resultant crystals were washed with water and methanol, thereby obtaining 6.9 g of 2-(4-bromo-phenyl)-6-phenyl-imidazo [1,2-a] pyridine (yield: 82%). Reactants: C(C)OCC (diethyl ether), C(C)(=O)C1=CC=C(OCC(=O)O)C=C1 (2-(4-acetylphenoxy)acetic acid), BrBr (Bromine), BrBr (bromine). Run in C(C)(=O)O (acetic acid). Run at time 48 hour. The product is BrCC(=O)C1=CC=C(OCC(=O)O)C=C1 (2-(4-(2-bromoacetyl)phenoxy)acetic acid). The yield is 46.0%. Reaction SMILES: [C:1]([C:4]1[CH:14]=[CH:13][C:7]([O:8][CH2:9][C:10]([OH:12])=[O:11])=[CH:6][CH:5]=1)(=[O:3])[CH3:2].[Br:15]Br.C(OCC)C>C(O)(=O)C>[Br:15][CH2:2][C:1]([C:4]1[CH:14]=[CH:13][C:7]([O:8][CH2:9][C:10]([OH:12])=[O:11])=[CH:6][CH:5]=1)=[O:3]. Procedure details: 2-(4-acetylphenoxy)acetic acid (2.81 g, 14.5 mmol) was dissolved in acetic acid (100 mL) and treated with bromine (740 μL, 14.5 mmol) and stirred 48 hours. Bromine (370 mL, 7.25 mmol) was added and solution was stirred for an additional 16 hours. Volatiles were removed under reduced pressure to provide a brown solid which was titurated with diethyl ether to provide 2-(4-(2-bromoacetyl)phenoxy)acetic acid (1.82 g) as a light brown solid.